This data is from the Open Reaction Database (ORD), a public repository of structured organic reaction records. The task is: describe an organic reaction: reactants, conditions, products, and yield Reactants: S1C(=NC=2C=NC=CC21)CO (thiazolo[4,5-c]pyridin-2-ylmethanol), N1C=C(C=2C1=NC=CC2)CN ((1H-Pyrrolo[2,3-b]pyridin-3-yl)methanamine). Yields the product S1C(=NC=2C=NC=CC21)CN (Thiazolo[4,5-c]pyridin-2-ylmethanamine). RXN SMILES: [S:1]1[C:9]2[CH:8]=[CH:7][N:6]=[CH:5][C:4]=2[N:3]=[C:2]1[CH2:10]O.[NH:12]1C2=NC=CC=C2C(CN)=C1>>[S:1]1[C:9]2[CH:8]=[CH:7][N:6]=[CH:5][C:4]=2[N:3]=[C:2]1[CH2:10][NH2:12]. Procedure details: Intermediate R was prepared from thiazolo[4,5-c]pyridin-2-ylmethanol (R-4) following similar procedures for synthesizing intermediate A from A-3, as described above. MS (m/z): 165 (M)+. The reactants are CCI, CCOC(=O)c1cn[nH]c1C(=O)OCC, CCO, CC[O-], [Na+], [Na]. Product: CCOC(=O)c1cnn(CC)c1C(=O)OCC. Reaction SMILES: [CH2:17]([CH3:18])[I:19].[CH2:2]([CH3:3])[O:4][C:5](=[O:6])[c:7]1[nH:8][n:9][cH:10][c:11]1[C:12](=[O:13])[O:14][CH2:15][CH3:16].[CH3:20][CH2:21][OH:22].[CH3:24][CH2:25][O-:26].[Na+:23].[Na:1]>>[CH2:2]([CH3:3])[O:4][C:5](=[O:6])[c:7]1[n:8]([CH2:17][CH3:18])[n:9][cH:10][c:11]1[C:12](=[O:13])[O:14][CH2:15][CH3:16]. Reactants: [H-].[Na+] (Sodium hydride), C(C)(C)(C)OC(=O)N1CCC(CC1)\C=C\C1=CC=C2C(=NNC2=C1)C1CCN(CC1)CC(=O)OC(C)(C)C (4-{2-[3-(1-tert-butoxycarbonylmethyl-piperidin-4-yl)-1H-indazol-6-yl]-(E)-vinyl} piperidine-1-carboxylic acid tert-butyl ester), ClC=1C=C(CCl)C=CC1Cl (3,4-Dichlorobenzyl chloride). The solvent is CN(C)C=O (DMF). Run at time 25 minute. Product: C(C)(C)(C)OC(=O)N1CCC(CC1)\C=C\C1=CC=C2C(=NN(C2=C1)CC1=CC(=C(C=C1)Cl)Cl)C1CCN(CC1)CC(=O)OC(C)(C)C (4-{2-[3-(1-tert-Butoxycarbonylmethyl-piperidin-4-yl)-1-(3,4-dichloro-benzyl)-1H-indazol-6-yl]-(E)-vinyl}-piperidine-1-carboxylic acid tert-butyl ester). Isolated yield 102.3%. Reaction SMILES: [H-].[Na+].[C:3]([O:7][C:8]([N:10]1[CH2:15][CH2:14][CH:13](/[CH:16]=[CH:17]/[C:18]2[CH:26]=[C:25]3[C:21]([C:22]([CH:27]4[CH2:32][CH2:31][N:30]([CH2:33][C:34]([O:36][C:37]([CH3:40])([CH3:39])[CH3:38])=[O:35])[CH2:29][CH2:28]4)=[N:23][NH:24]3)=[CH:20][CH:19]=2)[CH2:12][CH2:11]1)=[O:9])([CH3:6])([CH3:5])[CH3:4].[Cl:41][C:42]1[CH:43]=[C:44]([CH:47]=[CH:48][C:49]=1[Cl:50])[CH2:45]Cl>CN(C=O)C>[C:3]([O:7][C:8]([N:10]1[CH2:15][CH2:14][CH:13](/[CH:16]=[CH:17]/[C:18]2[CH:26]=[C:25]3[C:21]([C:22]([CH:27]4[CH2:28][CH2:29][N:30]([CH2:33][C:34]([O:36][C:37]([CH3:40])([CH3:39])[CH3:38])=[O:35])[CH2:31][CH2:32]4)=[N:23][N:24]3[CH2:45][C:44]3[CH:47]=[CH:48][C:49]([Cl:50])=[C:42]([Cl:41])[CH:43]=3)=[CH:20][CH:19]=2)[CH2:12][CH2:11]1)=[O:9])([CH3:6])([CH3:5])[CH3:4] |f:0.1|. Procedure: Sodium hydride (12.2 mg; 0.304 mmol) was added to a stirred solution of 4-{2-[3-(1-tert-butoxycarbonylmethyl-piperidin-4-yl)-1H-indazol-6-yl]-(E)-vinyl} piperidine-1-carboxylic acid tert-butyl ester (145 mg; 0.276 mmol) in dry DMF (5 ml) and the mixture was stirred at 23° under nitrogen for 25 min. 3,4-Dichlorobenzyl chloride (0.043 ml, 0.304 mmol; Aldrich) was added, and the mixture was stirred at 23° for 18 h. The solvent was evaporated in vacuo and the residue partitioned between water (25 ml... The product is C(C)(C)(C)OC(=O)N1CCN(CCC1)C1=NC2=C(N1CCCC(F)(F)F)C=CC=C2 (1-t-butoxycarbonyl-4-(1-(4,4,4-trifluorobutyl)-1H-benzimidazol-2-yl)[1,4]diazepane). The solvent is C(C)(=O)OCC.CCCCCC (ethyl acetate hexane), O1CCCC1 (tetrahydrofuran), CN(C=O)C (dimethylformamide). Reported procedure: Combine 1-t-butoxycarbonyl-4-(1H-benzimidazol-2-yl)[1,4]diazepane (1.5 g, 4.74 mmol) in tetrahydrofuran (45 mL) and dimethylformamide (5 mL). Cool in an ice bath. Add sodium hydride (0.23 g, 60% in oil, 5.7 mmol). Warm to ambient temperature. After about 90 minutes, when the gas evolution ceases, add 1-iodo-4,4,4-trifluorobutane (1.35 g, 5.7 mmol). After 18 hours, add ice and then a saturated aqueous solution of ammonium chloride. Evaporate the reaction mixture to remove most of the tetrahydrofu... As a reaction SMILES: [C:1]([O:5][C:6]([N:8]1[CH2:14][CH2:13][CH2:12][N:11]([C:15]2[NH:19][C:18]3[CH:20]=[CH:21][CH:22]=[CH:23][C:17]=3[N:16]=2)[CH2:10][CH2:9]1)=[O:7])([CH3:4])([CH3:3])[CH3:2].[H-].[Na+].I[CH2:27][CH2:28][CH2:29][C:30]([F:33])([F:32])[F:31].[Cl-].[NH4+]>O1CCCC1.CN(C)C=O.C(OCC)(=O)C.CCCCCC>[C:1]([O:5][C:6]([N:8]1[CH2:14][CH2:13][CH2:12][N:11]([C:15]2[N:16]([CH2:27][CH2:28][CH2:29][C:30]([F:33])([F:32])[F:31])[C:17]3[CH:23]=[CH:22][CH:21]=[CH:20][C:18]=3[N:19]=2)[CH2:10][CH2:9]1)=[O:7])([CH3:4])([CH3:2])[CH3:3] |f:1.2,4.5,8.9|. Conditions: time 90 minute. The reactants are C(C)(C)(C)OC(=O)N1CCN(CCC1)C1=NC2=C(N1)C=CC=C2 (1-t-butoxycarbonyl-4-(1H-benzimidazol-2-yl)[1,4]diazepane), [Cl-].[NH4+] (ammonium chloride), [H-].[Na+] (sodium hydride), ICCCC(F)(F)F (1-iodo-4,4,4-trifluorobutane).